Dataset: the Open Reaction Database (ORD), a public repository of structured organic reaction records. Task: describe an organic reaction: reactants, conditions, products, and yield Starting materials: NC1=C(C=CC=C1C(C1=CC=CC=C1)=O)CC(=O)OC (methyl 2-amino-3-benzoylphenylacetate), yellow oil, C=O (formaldehyde), C(#N)[BH3-].[Na+] (sodium cyanoborohydride). The solvent is CCOCC (ether), C(C)(=O)O (acetic acid), C(C)#N (acetonitrile), C(C)(=O)O (acetic acid). Run at time 2 hour. Yields the product CN(C1=C(C=CC=C1C(C1=CC=CC=C1)=O)CC(=O)OC)C (Methyl 2-dimethylamino-3-benzoylphenylacetate). Reaction SMILES: N[C:2]1[C:7]([C:8](=[O:15])[C:9]2[CH:14]=[CH:13][CH:12]=[CH:11][CH:10]=2)=[CH:6][CH:5]=[CH:4][C:3]=1[CH2:16][C:17]([O:19][CH3:20])=[O:18].[CH2:21]=O.[C:23]([BH3-])#[N:24].[Na+]>CCOCC.C(O)(=O)C.C(#N)C>[CH3:21][N:24]([CH3:23])[C:2]1[C:7]([C:8](=[O:15])[C:9]2[CH:14]=[CH:13][CH:12]=[CH:11][CH:10]=2)=[CH:6][CH:5]=[CH:4][C:3]=1[CH2:16][C:17]([O:19][CH3:20])=[O:18] |f:2.3|. Reported procedure: A stirred solution of 4.6 gms. (0.0165 mole) of methyl 2-amino-3-benzoylphenylacetate and 13.2 ml. (0.165 mole) of 37% formaldehyde in 66 ml. of acetonitrile was treated wih 3.14 gms. (0.0495 mole) of sodium cyanoborohydride. Glacial acetic acid (1.65 ml.) was added over a ten minute period and stirring contained for 2.0 hrs. at room temperature. An additional 1.65 L ml. of glacial acetic acid was added and the mixture stirred over a weekend (co. 65 hours). The mixture was diluted with ether and... Starting materials: C(CC)I (propyl iodide), N1C=CC=C1 (pyrrole), NC(=S)N (thiourea), C(=O)=O (carbon dioxide), [Cl-].[Na+] (sodium chloride), [I-].[K+] (potassium iodide), II (iodine), [OH-].[K+] (potassium hydroxide). Solvent: CO (methanol), C(C)O (ethanol), O (water), O (water), CO (methanol). Run at time 1.5 hour. The product is C(CC)SC=1NC=CC1 (2-n-propylthiopyrrole). Isolated yield 7.1%. RXN SMILES: [NH:1]1[CH:5]=[CH:4][CH:3]=[CH:2]1.N[C:7](N)=[S:8].[I-].[K+].II.[CH2:14](I)[CH2:15]C.[OH-].[K+].C(=O)=O.[Cl-].[Na+]>C(O)C.O.CO>[CH2:7]([S:8][C:2]1[NH:1][CH:5]=[CH:4][CH:3]=1)[CH2:14][CH3:15] |f:2.3,6.7,9.10|. Procedure details: A mixture of pyrrole (6.7 g., 0.10 mole) and thiourea (7.6 g., 0.10 mole) in 50% aqueous ethanol (500 ml.) was stirred at room temperature under nitrogen while a solution of potassium iodide (16.6 g., 0.10 mole) and iodine (12.7 g., 0.05 mole) in water (100 ml.) was added dropwise. The solution was cooled to 0° and a solution of propyl iodide (18 g., 0.105 mole) in methanol (20 ml.) was added followed by the dropwise addition of a solution of potassium hydroxide (5.6 g.) in 50% aqueous methanol ...